From a dataset of the Open Reaction Database (ORD), a public repository of structured organic reaction records. describe an organic reaction: reactants, conditions, products, and yield Starting materials: C(Cl)C1CO1 (epichlorohydrin), O1CCCC1 (THF), oligomer. The product is C(Cl)C1CO1.C1CCOC1 (Epichlorohydrin THF). Yield: 87.0%. Reaction SMILES: [CH2:1]([CH:3]1[O:5][CH2:4]1)[Cl:2].[O:6]1[CH2:10][CH2:9][CH2:8][CH2:7]1>>[CH2:1]([CH:3]1[O:5][CH2:4]1)[Cl:2].[CH2:9]1[CH2:10][O:6][CH2:7][CH2:8]1 |f:2.3|. Reported procedure: This procedure followed that outlined in Example 26 except that the monomer feed consisted of a 50:50 mixture of neat epichlorohydrin and THF (tetrahydrofuran). The solution was added over 40 hours at 0° C. to yield the copolymer in 87% yield. This was contaminated with 17% oligomer. Starting materials: BrC(C(=O)C1=CC=CC=C1)C (2-bromo-1-phenyl-propan-1-one), NC(=S)N (thiourea). The solvent is C(C)O (ethanol). Reaction conditions: temperature 57.5 celsius, time 4 hour. Product: CC1=C(N=C(S1)N)C1=CC=CC=C1 (5-Methyl-4-phenyl-thiazol-2-ylamine). RXN SMILES: Br[CH:2]([CH3:11])[C:3]([C:5]1[CH:10]=[CH:9][CH:8]=[CH:7][CH:6]=1)=O.[NH2:12][C:13]([NH2:15])=[S:14]>C(O)C>[CH3:11][C:2]1[S:14][C:13]([NH2:15])=[N:12][C:3]=1[C:5]1[CH:10]=[CH:9][CH:8]=[CH:7][CH:6]=1. Procedure: To a solution of 2-bromo-1-phenyl-propan-1-one (3.64 g, 17.1 mmol) in 30 mL of ethanol was added thiourea (1.30 g, 1.00 eq.) and the mixture vigorously stirred at 55-60° C. for 4 h. Pouring onto crashed ice/Na2CO3, twofold extraction with ethyl acetate, washing with water and brine, drying over sodium sulfate, and evaporation of the solvents, followed by crystallization from ethyl acetate/hexane, left 2.87 g of the title product as off-white crystals. Reactants: BrCC#C (3-bromoprop-1-yne), C1CCOC1 (THF), C(C)(=O)NC1=CC=C(C=C1)S(=O)O (4-acetylaminobenzenesulfinic acid). Solvent: O (water). The product is C(C)(=O)NC1=CC=C(C=C1)S(=O)(=O)CC#C (4-acetylamino-1-(prop-1-yn-3-ylsulfonyl)benzene). Yield: 86.4%. Reaction SMILES: [C:1]([NH:4][C:5]1[CH:10]=[CH:9][C:8]([S:11]([OH:13])=[O:12])=[CH:7][CH:6]=1)(=[O:3])[CH3:2].Br[CH2:15][C:16]#[CH:17].C1COCC1>O>[C:1]([NH:4][C:5]1[CH:6]=[CH:7][C:8]([S:11]([CH2:17][C:16]#[CH:15])(=[O:13])=[O:12])=[CH:9][CH:10]=1)(=[O:3])[CH3:2]. Procedure: 199 g (1.0 mol) of 4-acetylaminobenzenesulfinic acid were dissolved in 1000 ml of water at pH 6, the solution was added dropwise to a solution of 140 g (1.1 mol) of 3-bromoprop-1-yne and 200 ml of THF at from 40° to 50° C., and the mixture was maintained at that temperature until the reaction had ended (check by TLC). The precipitate formed was filtered off with suction at about 10° C., washed neutral with water and dried, leaving 205 g of 4-acetylamino-1-(prop-1-yn-3-ylsulfonyl)benzene (melting... Reactants: CCCCCC, COc1cccc(CCNC=O)c1, ClP(Cl)(Cl)(Cl)Cl, ClCCl. Yields the product COc1ccc2c(c1)CCN=C2. Reaction SMILES: [CH3:20][CH2:21][CH2:22][CH2:23][CH2:24][CH3:25].[CH:1](=[O:2])[NH:3][CH2:4][CH2:5][c:6]1[cH:7][c:8]([O:12][CH3:13])[cH:9][cH:10][cH:11]1.[Cl:14][P:15]([Cl:16])([Cl:17])([Cl:18])[Cl:19].[Cl:26][CH2:27][Cl:28]>>[CH:1]1=[N:3][CH2:4][CH2:5][c:6]2[cH:7][c:8]([O:12][CH3:13])[cH:9][cH:10][c:11]21. Starting materials: [BH4-].[Na+] (NaBH4), ClC=1C=CC2=C(CC(C=3C(=NC=CC3)C2=C2CCNCC2)=O)C1 (8-Chloro-11-(4-piperidylidene)-6,11-dihydro-5H-benzo[5,6]cyclohepta[1,2-b]pyridin-5-one), O (water). Run in CO (CH3OH). Conditions: time 30 minute. Yields the product OC1CC2=C(C(C3=NC=CC=C31)=C3CCNCC3)C=CC(=C2)Cl (5-Hydroxy-8-chloro-11-(4-piperidylidene)-6,11-dihydro-5H-benzo[5,6]cyclohepta[1,2-b]pyridine). Yield: 87.3%. As a reaction SMILES: [Cl:1][C:2]1[CH:3]=[CH:4][C:5]2[C:15](=[C:16]3[CH2:21][CH2:20][NH:19][CH2:18][CH2:17]3)[C:10]3=[N:11][CH:12]=[CH:13][CH:14]=[C:9]3[C:8](=[O:22])[CH2:7][C:6]=2[CH:23]=1.[BH4-].[Na+].O>CO>[OH:22][CH:8]1[C:9]2[C:10](=[N:11][CH:12]=[CH:13][CH:14]=2)[C:15](=[C:16]2[CH2:21][CH2:20][NH:19][CH2:18][CH2:17]2)[C:5]2[CH:4]=[CH:3][C:2]([Cl:1])=[CH:23][C:6]=2[CH2:7]1 |f:1.2|. Reported procedure: Mix the title compound of Example 6 (400 mg, 1.23 mmol) in CH3OH (20 mL) at 0° C. under an argon atmosphere, and add in 3 portions NaBH4 (total 231 mg, 6.10 mmol). After 30 minutes, pour the mixture into water and extract (3X) with ethyl acetate. Combine the organic portions, wash with brine, dry over sodium sulfate, filter and concentrate in vacuo. Triturate the solid with isopropyl ether/ethyl acetate to give the title compound as a white solid (351 mg, 87%). The reactants are C[Si](C)(C)C=[N+]=[N-] ((trimethylsilyl)diazomethane), C(CCC)[Li] (n-butyllithium), C(#N)C=1C=C(C=CC1)C1(C(CN(CC1)CCCCCC)C)C (4-(3-cyanophenyl)-1-hexyl-3,4-dimethylpiperidine). The solvent is O1CCCC1 (tetrahydrofuran), O1CCCC1 (tetrahydrofuran). Run at time 20 minute. Yields the product C(CCCCC)N1CC(C(CC1)(C1=CC(=CC=C1)C=1N=NNC1[Si](C)(C)C)C)C (1-Hexyl-3,4-dimethyl-4-(3-(5-(trimethylsilyl)-1H-1,2,3-triazol-4-yl)phenyl)piperidine). As a reaction SMILES: [CH3:1][Si:2]([CH:5]=[N+:6]=[N-:7])([CH3:4])[CH3:3].C([Li])CCC.[C:13]([C:15]1[CH:16]=[C:17]([C:21]2([CH3:34])[CH2:26][CH2:25][N:24]([CH2:27][CH2:28][CH2:29][CH2:30][CH2:31][CH3:32])[CH2:23][CH:22]2[CH3:33])[CH:18]=[CH:19][CH:20]=1)#[N:14]>O1CCCC1>[CH2:27]([N:24]1[CH2:25][CH2:26][C:21]([CH3:34])([C:17]2[CH:18]=[CH:19][CH:20]=[C:15]([C:13]3[N:14]=[N:7][NH:6][C:5]=3[Si:2]([CH3:4])([CH3:3])[CH3:1])[CH:16]=2)[CH:22]([CH3:33])[CH2:23]1)[CH2:28][CH2:29][CH2:30][CH2:31][CH3:32]. Procedure details: To a solution of (trimethylsilyl)diazomethane (2.0 M in hexane, 400 μL, 0.80 mmol) in tetrahydrofuran (10 mL) at 0° C. under an atmosphere of nitrogen was added n-butyllithium (2.5 M in diethyl ether, 320 μL, 0.80 mmol) dropwise. After 20 min, a solution of 4-(3-cyanophenyl)-1-hexyl-3,4-dimethylpiperidine (Preparation 6, 200 mg, 0.67 mmol) in tetrahydrofuran (5 mL) was added such that the internal temperature remained at 0° C. After stirring overnight, the reaction was quenched with saturated aq...